This data is from the Open Reaction Database (ORD), a public repository of structured organic reaction records. The task is: describe an organic reaction: reactants, conditions, products, and yield Reactants: C(=O)(OC(C)(C)C)N1CCC(CC1)O (N—BOC-4-hydroxypiperidine), C(=O)(C(F)(F)F)O (TFA), C(=O)([O-])[O-].[Cs+].[Cs+] (Cs2CO3), BrCCOC1=C(C(=C(C(=C1OCCC(C)C1=CC=C(C=C1)F)OC)Cl)C)C(C)=O (1-{2-(2-Bromo-ethoxy)-5-chloro-3-[3-(4-fluoro-phenyl)-butoxy]-4-methoxy-6-methyl-phenyl}-ethanone). Run in C(Cl)Cl (DCM), O (water), CN(C)C=O (DMF). Conditions: temperature 60 celsius, time 0.1 hour. The product is ClC=1C(=C(C(=C(C1OC)OCCC(C)C1=CC=C(C=C1)F)OCCN1CCC(CC1)O)C(C)=O)C (1-{3-Chloro-5-[3-(4-fluoro-phenyl)-butoxy]-6-[2-(4-hydroxy-piperidin-1-yl)-ethoxy]-4-methoxy-2-methyl-phenyl}-ethanone). The yield is 47.8%. As a reaction SMILES: [C:1]([N:8]1[CH2:13][CH2:12][CH:11]([OH:14])[CH2:10][CH2:9]1)(OC(C)(C)C)=O.C(O)(C(F)(F)F)=O.BrC[CH2:24][O:25][C:26]1[C:31]([O:32][CH2:33][CH2:34][CH:35]([C:37]2[CH:42]=[CH:41][C:40]([F:43])=[CH:39][CH:38]=2)[CH3:36])=[C:30]([O:44][CH3:45])[C:29]([Cl:46])=[C:28]([CH3:47])[C:27]=1[C:48](=[O:50])[CH3:49].C([O-])([O-])=O.[Cs+].[Cs+]>C(Cl)Cl.CN(C=O)C.O>[Cl:46][C:29]1[C:28]([CH3:47])=[C:27]([C:48](=[O:50])[CH3:49])[C:26]([O:25][CH2:24][CH2:1][N:8]2[CH2:9][CH2:10][CH:11]([OH:14])[CH2:12][CH2:13]2)=[C:31]([O:32][CH2:33][CH2:34][CH:35]([C:37]2[CH:42]=[CH:41][C:40]([F:43])=[CH:39][CH:38]=2)[CH3:36])[C:30]=1[O:44][CH3:45] |f:3.4.5|. Reported procedure: To a solution of N—BOC-4-hydroxypiperidine (42 mg, 0.21 mmol) in DCM (1 mL) was added TFA (1 mL) at room temperature and the solution was stirred for 0.1 h. The reaction mixture was concentrated under vacuum and dried on the high vacuum pump for 1 h. Example 8a (100 mg, 0.21 mmol) was added and the mixture was suspended in DMF. Cs2CO3 (123 mg, 0.38 mmol) was added in one portion and the solution was heated at 60° C. overnight. The reaction mixture was cooled to room temperature and diluted with ...